This data is from the Open Reaction Database (ORD), a public repository of structured organic reaction records. The task is: describe an organic reaction: reactants, conditions, products, and yield Reactants: [N+](=O)([O-])C1=CC=C(C=C1)C1CCNCC1 (4-(4-nitrophenyl)piperidine), Cl.ClC1=CC=NC=C1 (4-chloropyridine hydrochloride), C([O-])(O)=O.[Na+] (sodium bicarbonate). Solvent: C(CCC)O (n-butanol). Yields the product [N+](=O)([O-])C1=CC=C(C=C1)C1CCN(CC1)C1=CC=NC=C1 (4-(4-Nitrophenyl)-1-(4-pyridyl)piperidine). Yield: 4.4%. As a reaction SMILES: [N+:1]([C:4]1[CH:9]=[CH:8][C:7]([CH:10]2[CH2:15][CH2:14][NH:13][CH2:12][CH2:11]2)=[CH:6][CH:5]=1)([O-:3])=[O:2].Cl.Cl[C:18]1[CH:23]=[CH:22][N:21]=[CH:20][CH:19]=1.C(=O)(O)[O-].[Na+]>C(O)CCC>[N+:1]([C:4]1[CH:9]=[CH:8][C:7]([CH:10]2[CH2:11][CH2:12][N:13]([C:18]3[CH:23]=[CH:22][N:21]=[CH:20][CH:19]=3)[CH2:14][CH2:15]2)=[CH:6][CH:5]=1)([O-:3])=[O:2] |f:1.2,3.4|. Reported procedure: A mixture of 4-(4-nitrophenyl)piperidine [J. Chem. Soc. (B), 128, 1970] (4.12 g), 4-chloropyridine hydrochloride (3.00 g), sodium bicarbonate (5.04 g) and n-butanol (60 ml) was heated under reflux for 48 hours and then evaporated. The residue was partitioned between water and ethyl acetate. The organic phase was washed with water, dried (Na2SO4) and evaporated to give a solid which was chromatographed on silica gel. The column was eluted initially with ethyl acetate and then the eluent polarity ... Reactants: COC1=CC=C(C=C1)C1=C(OC=2N=CN=C(C21)NC=2C=C(OCC(=O)O)C=CC2)C2=CC=CC=C2 (3-{[5-(4-methoxyphenyl)-6-phenylfuro[2,3-d]pyrimidin-4-yl]amino}phenoxyacetic acid), [OH-].[Na+] (sodium hydroxide), CO (methanol), O (water). Solvent: C1CCOC1 (THF). Run at time 10 minute. Product: [Na+].COC1=CC=C(C=C1)C1=C(OC=2N=CN=C(C21)NC=2C=C(OCC(=O)[O-])C=CC2)C2=CC=CC=C2 (3-{[5-(4-Methoxyphenyl)-6-phenylfuro[2,3-d]pyrimidin-4-yl]amino}phenoxyacetic acid sodium salt). RXN SMILES: [CH3:1][O:2][C:3]1[CH:8]=[CH:7][C:6]([C:9]2[C:17]3[C:16]([NH:18][C:19]4[CH:20]=[C:21]([CH:27]=[CH:28][CH:29]=4)[O:22][CH2:23][C:24]([OH:26])=[O:25])=[N:15][CH:14]=[N:13][C:12]=3[O:11][C:10]=2[C:30]2[CH:35]=[CH:34][CH:33]=[CH:32][CH:31]=2)=[CH:5][CH:4]=1.CO.O.[OH-].[Na+:40]>C1COCC1>[Na+:40].[CH3:1][O:2][C:3]1[CH:4]=[CH:5][C:6]([C:9]2[C:17]3[C:16]([NH:18][C:19]4[CH:20]=[C:21]([CH:27]=[CH:28][CH:29]=4)[O:22][CH2:23][C:24]([O-:26])=[O:25])=[N:15][CH:14]=[N:13][C:12]=3[O:11][C:10]=2[C:30]2[CH:35]=[CH:34][CH:33]=[CH:32][CH:31]=2)=[CH:7][CH:8]=1 |f:3.4,6.7|. Procedure: Suspend 2.52 g (5.39 mmol) of 3-{[5-(4-methoxyphenyl)-6-phenylfuro[2,3-d]pyrimidin-4-yl]amino}phenoxyacetic acid in a mixture of 10 ml of THF, 10 ml of methanol and 1 ml of water at RT, add 5.39 ml of 1N sodium hydroxide solution dropwise and stir the resulting solution at RT for 10 min, before filtering off with suction through a fine frit (removal of suspended particles). Concentrate the solution under reduced pressure and treat the residue with ethanol. Filter off the insoluble solid with suc... Starting materials: Cc1ccccc1S(=O)(=O)Cl, CC(C)c1nc(-c2cccc(NS(=O)(=O)c3c(F)cccc3F)c2)c(-c2ccnc(Cl)n2)s1, CC(C)c1nc(-c2cccc(N)c2F)c(-c2ccnc(Cl)n2)s1. The product is Cc1ccccc1S(=O)(=O)Nc1cccc(-c2nc(C(C)C)sc2-c2ccnc(Cl)n2)c1F. As a reaction SMILES: [CH3:57][c:58]1[c:59]([S:64](=[O:65])(=[O:66])[Cl:67])[cH:60][cH:61][cH:62][cH:63]1.[Cl:1][c:2]1[n:3][c:4](-[c:5]2[s:6][c:7]([CH:8]([CH3:9])[CH3:10])[n:11][c:12]2-[c:13]2[cH:14][c:15]([NH:16][S:17]([c:18]3[c:19]([F:20])[cH:21][cH:22][cH:23][c:24]3[F:25])(=[O:26])=[O:27])[cH:28][cH:29][cH:30]2)[cH:31][cH:32][n:33]1.[Cl:34][c:35]1[n:36][cH:37][cH:38][c:39](-[c:41]2[c:42](-[c:49]3[c:50]([F:56])[c:51]([NH2:52])[cH:53][cH:54][cH:55]3)[n:43][c:44]([CH:46]([CH3:47])[CH3:48])[s:45]2)[n:40]1>>[Cl:34][c:35]1[n:36][cH:37][cH:38][c:39](-[c:41]2[c:42](-[c:49]3[c:50]([F:56])[c:51]([NH:52][S:64]([c:59]4[c:58]([CH3:57])[cH:63][cH:62][cH:61][cH:60]4)(=[O:65])=[O:66])[cH:53][cH:54][cH:55]3)[n:43][c:44]([CH:46]([CH3:47])[CH3:48])[s:45]2)[n:40]1.